Dataset: the Open Reaction Database (ORD), a public repository of structured organic reaction records. Task: describe an organic reaction: reactants, conditions, products, and yield Starting materials: [Li]CCCC, CC#CCC(C)C(=O)OC, COP(C)(=O)OC, CC(=O)O, CCCCCC, C1CCOC1. The product is CC#CCC(C)C(C)=O, CO[PH](=O)OC. RXN SMILES: [CH2:8]([Li:9])[CH2:10][CH2:11][CH3:12].[CH3:13][O:14][C:15]([CH:16]([CH2:17][C:18]#[C:19][CH3:20])[CH3:21])=[O:22].[CH3:1][P:2]([O:3][CH3:4])([O:5][CH3:6])=[O:7].[CH3:23][C:24](=[O:25])[OH:26].[CH3:32][CH2:33][CH2:34][CH2:35][CH2:36][CH3:37].[O:27]1[CH2:28][CH2:29][CH2:30][CH2:31]1>>[CH3:1][C:15]([CH:16]([CH2:17][C:18]#[C:19][CH3:20])[CH3:21])=[O:22].[PH:2]([O:3][CH3:4])([O:5][CH3:6])=[O:7]. Reactants: C1CCNCC1, Cc1ccccc1, Cc1cccc(Cl)c1CNC1=NC(=O)CS1, O=C(O)c1ccccc1, O=Cc1ccc2ncccc2n1. The product is Cc1cccc(Cl)c1CNC1=NC(=O)C(=Cc2ccc3ncccc3n2)S1. Reaction SMILES: [CH2:38]1[CH2:39][CH2:40][NH:41][CH2:42][CH2:43]1.[CH3:44][c:45]1[cH:46][cH:47][cH:48][cH:49][cH:50]1.[Cl:1][c:2]1[c:3]([CH2:4][NH:5][C:6]2=[N:10][C:9](=[O:11])[CH2:8][S:7]2)[c:12]([CH3:16])[cH:13][cH:14][cH:15]1.[OH:29][C:30]([c:31]1[cH:32][cH:33][cH:34][cH:35][cH:36]1)=[O:37].[n:17]1[cH:18][cH:19][cH:20][c:21]2[n:22][c:23]([CH:27]=[O:28])[cH:24][cH:25][c:26]12>>[Cl:1][c:2]1[c:3]([CH2:4][NH:5][C:6]2=[N:10][C:9](=[O:11])[C:8](=[CH:27][c:23]3[n:22][c:21]4[cH:20][cH:19][cH:18][n:17][c:26]4[cH:25][cH:24]3)[S:7]2)[c:12]([CH3:16])[cH:13][cH:14][cH:15]1. Reactants: Nc1nc2c(Br)cccn2n1, Cc1cc(S(C)(=O)=O)ccc1B(O)O. The product is Cc1cc(S(C)(=O)=O)ccc1-c1cccn2nc(N)nc12. RXN SMILES: [Br:1][c:2]1[c:3]2[n:4]([cH:5][cH:6][cH:7]1)[n:8][c:9]([NH2:11])[n:10]2.[CH3:12][S:13](=[O:14])(=[O:15])[c:16]1[cH:17][c:18]([CH3:25])[c:19]([B:22]([OH:23])[OH:24])[cH:20][cH:21]1>>[c:2]1(-[c:19]2[c:18]([CH3:25])[cH:17][c:16]([S:13]([CH3:12])(=[O:14])=[O:15])[cH:21][cH:20]2)[c:3]2[n:4]([cH:5][cH:6][cH:7]1)[n:8][c:9]([NH2:11])[n:10]2. Starting materials: ClC1=CC=C(C=C1)C1=CC(=C(C=C1)C)CC(=O)O ((4′-chloro-4-methylbiphenyl-3-yl)acetic acid), S(=O)(Cl)Cl (thionyl chloride). Reaction conditions: temperature 80 celsius, time 4 hour. Yields the product ClC1=CC=C(C=C1)C1=CC(=C(C=C1)C)CC(=O)Cl ((4′-Chloro-4-methylbiphenyl-3-yl)acetyl chloride). Reaction SMILES: [Cl:1][C:2]1[CH:7]=[CH:6][C:5]([C:8]2[CH:13]=[CH:12][C:11]([CH3:14])=[C:10]([CH2:15][C:16]([OH:18])=O)[CH:9]=2)=[CH:4][CH:3]=1.S(Cl)([Cl:21])=O>>[Cl:1][C:2]1[CH:7]=[CH:6][C:5]([C:8]2[CH:13]=[CH:12][C:11]([CH3:14])=[C:10]([CH2:15][C:16]([Cl:21])=[O:18])[CH:9]=2)=[CH:4][CH:3]=1. Procedure details: 5.00 g (19.18 mmol) of (4′-chloro-4-methylbiphenyl-3-yl)acetic acid (EP 2029531 A1 and US 2009/298828 A1) were dissolved in 36.51 g (306.84 mmol) of thionyl chloride. The reaction mixture was stirred at 80° C. for four hours and then concentrated under reduced pressure. Drying under fine vacuum gave 5.4 g (100% of theory) of the title compound as a brownish oil. Reactants: FC1=CC2=C(C(=NO2)C2CCNCC2)C=C1 (4-(6-fluoro-1,2-benzisoxazol-3-yl)piperidine), C(=O)([O-])[O-].[K+].[K+] (K2CO3), BrCCC#N (3-bromopropionitrile). Run in C(C)#N (acetonitrile). Product: FC=1C=CC=2C(=CNC2C2CCN(CC2)CCC#N)C1 (3-[4-(6-Fluoro-2,2-benzisoxazol-3-yl)-1-piperidinyl]propionitrile). The yield is 31.7%. Reaction SMILES: [F:1][C:2]1[CH:16]=[CH:15][C:5]2[C:6]([CH:9]3[CH2:14][CH2:13][NH:12][CH2:11][CH2:10]3)=[N:7]O[C:4]=2[CH:3]=1.[C:17]([O-])([O-])=O.[K+].[K+].Br[CH2:24][CH2:25][C:26]#[N:27]>C(#N)C>[F:1][C:2]1[CH:16]=[CH:15][C:5]2[C:4]([CH:3]=1)=[CH:17][NH:7][C:6]=2[CH:9]1[CH2:14][CH2:13][N:12]([CH2:24][CH2:25][C:26]#[N:27])[CH2:11][CH2:10]1 |f:1.2.3|. Reported procedure: A mixture of 4-(6-fluoro-1,2-benzisoxazol-3-yl)piperidine (11 g, 50 mmol), K2CO3 (8.5 g, 74 mmol) and 3-bromopropionitrile (8.2 g, 1.2 eq) in acetonitrile (300 ml) was heated at reflux for 24 hours. The mixture was cooled and the insolubles were filtered. The solvent was removed on a rotary evaporator and the crude product was purified by flash chromatography over a silica gel column (SiO2, 120 g). The product thus purified weighed 8.94 g. Recrystallization from ethanol yielded the nitrile as wh... Reaction SMILES: [C:43]([OH:44])(=[O:45])[CH3:46].[CH3:1][S:2](=[O:3])(=[O:4])[N:5]1[CH2:6][c:7]2[c:8]([n:11]([CH2:24][CH2:25][CH:26]=[O:27])[n:12][c:13]2-[c:14]2[cH:15][cH:16][c:17]([C:20]([F:21])([F:22])[F:23])[cH:18][cH:19]2)[CH2:9][CH2:10]1.[Cl:52][CH2:53][Cl:54].[N+:28](=[O:29])([O-:30])[c:31]1[c:32]([N:37]2[CH2:38][CH2:39][NH:40][CH2:41][CH2:42]2)[cH:33][cH:34][cH:35][cH:36]1.[Na+:51].[O-:47][C:48]([OH:49])=[O:50]>>[CH3:1][S:2](=[O:3])(=[O:4])[N:5]1[CH2:6][c:7]2[c:8]([n:11]([CH2:24][CH2:25][CH2:26][N:40]3[CH2:39][CH2:38][N:37]([c:32]4[c:31]([N+:28](=[O:29])[O-:30])[cH:36][cH:35][cH:34][cH:33]4)[CH2:42][CH2:41]3)[n:12][c:13]2-[c:14]2[cH:15][cH:16][c:17]([C:20]([F:21])([F:22])[F:23])[cH:18][cH:19]2)[CH2:9][CH2:10]1. Product: CS(=O)(=O)N1CCc2c(c(-c3ccc(C(F)(F)F)cc3)nn2CCCN2CCN(c3ccccc3[N+](=O)[O-])CC2)C1. Starting materials: CC(=O)O, CS(=O)(=O)N1CCc2c(c(-c3ccc(C(F)(F)F)cc3)nn2CCC=O)C1, ClCCl, O=[N+]([O-])c1ccccc1N1CCNCC1, [Na+], O=C([O-])O. Starting materials: C1CCOC1, CCOC(=O)CC(=O)Nc1ccc(-c2ccccc2)nc1, CO, [Li+], [OH-], O, O. The product is O=C(O)CC(=O)Nc1ccc(-c2ccccc2)nc1. Reaction SMILES: [CH2:25]1[O:26][CH2:27][CH2:28][CH2:29]1.[CH2:4]([CH3:5])[O:6][C:7]([CH2:8][C:9](=[O:10])[NH:11][c:12]1[cH:13][n:14][c:15](-[c:18]2[cH:19][cH:20][cH:21][cH:22][cH:23]2)[cH:16][cH:17]1)=[O:24].[CH3:31][OH:32].[Li+:2].[OH-:1].[OH2:30].[OH2:3]>>[O:6]=[C:7]([CH2:8][C:9](=[O:10])[NH:11][c:12]1[cH:13][n:14][c:15](-[c:18]2[cH:19][cH:20][cH:21][cH:22][cH:23]2)[cH:16][cH:17]1)[OH:24].